From a dataset of the Open Reaction Database (ORD), a public repository of structured organic reaction records. describe an organic reaction: reactants, conditions, products, and yield Starting materials: BrCC12CC3CC(CC(C1)C3)C2 (1-(bromomethyl)adamantane), CC1(OB(OC1(C)C)C=1C=NNC1)C (4-(4,4,5,5-tetramethyl-1,3,2-dioxaborolan-2-yl)-1H-pyrazole), [H-].[Na+] (sodium hydride). Solvent: CN(C=O)C (N,N-dimethylformamide). Run at temperature 0 celsius. Product: CC1(OB(OC1(C)C)C=1C=NN(C1)CC12CC3CC(CC(C1)C3)C2)C (4-(4,4,5,5-tetramethyl-1,3,2-dioxaborolan-2-yl)-1-(tricyclo[3.3.1.13,7]dec-1-ylmethyl)-1H-pyrazole). Reaction SMILES: Br[CH2:2][C:3]12[CH2:12][CH:7]3[CH2:8][CH:9]([CH2:11][CH:5]([CH2:6]3)[CH2:4]1)[CH2:10]2.[CH3:13][C:14]1([CH3:26])[C:18]([CH3:20])([CH3:19])[O:17][B:16]([C:21]2[CH:22]=[N:23][NH:24][CH:25]=2)[O:15]1.[H-].[Na+]>CN(C)C=O>[CH3:13][C:14]1([CH3:26])[C:18]([CH3:19])([CH3:20])[O:17][B:16]([C:21]2[CH:25]=[N:24][N:23]([CH2:2][C:3]34[CH2:12][CH:7]5[CH2:8][CH:9]([CH2:11][CH:5]([CH2:6]5)[CH2:4]3)[CH2:10]4)[CH:22]=2)[O:15]1 |f:2.3|. Procedure: A mixture of 1-(bromomethyl)adamantane (0.458 g) and 4-(4,4,5,5-tetramethyl-1,3,2-dioxaborolan-2-yl)-1H-pyrazole (0.377 g) in N,N-dimethylformamide (5 mL) was cooled to 0° C. To this solution was added 60% sodium hydride (0.096 g). The solution was heated at 70° C. overnight. The reaction mixture was partitioned between water and ethyl acetate. The aqueous layer was extracted with additional ethyl acetate twice. The combined organic layers were washed with brine, dried over MgSO4, filtered, and ...